The task is: describe an organic reaction: reactants, conditions, products, and yield. This data is from the Open Reaction Database (ORD), a public repository of structured organic reaction records. Starting materials: [OH-].[Na+] (sodium hydroxide), CN(C=CC(=O)C1=CC(=NC=C1)Cl)C (3-dimethylamino-1-(2-chloro-4-pyridyl)-2-propen-1-one), [N+](=O)(O)[O-].ClC=1C=C(C=CC1)NC(=N)N (3-chloro-phenyl-guanidine nitrate). Run in CC(C)O (2-propanol). Yields the product ClC=1C=C(C=CC1)NC1=NC=CC(=N1)C1=CC(=NC=C1)Cl (N-(3-chloro-phenyl)-4-(2-chloro-4-pyridyl)-2-pyrimidineamine). As a reaction SMILES: [OH-].[Na+].CN(C)[CH:5]=[CH:6][C:7]([C:9]1[CH:14]=[CH:13][N:12]=[C:11]([Cl:15])[CH:10]=1)=O.[N+]([O-])(O)=O.[Cl:21][C:22]1[CH:23]=[C:24]([NH:28][C:29]([NH2:31])=[NH:30])[CH:25]=[CH:26][CH:27]=1>CC(O)C>[Cl:21][C:22]1[CH:23]=[C:24]([NH:28][C:29]2[N:31]=[C:7]([C:9]3[CH:14]=[CH:13][N:12]=[C:11]([Cl:15])[CH:10]=3)[CH:6]=[CH:5][N:30]=2)[CH:25]=[CH:26][CH:27]=1 |f:0.1,3.4|. Procedure: 31 mg (0.78 mmol) of sodium hydroxide are added to a suspension of 150 mg (0.7 mmol) of 3-dimethylamino-1-(2-chloro-4-pyridyl)-2-propen-1-one and 165 mg (0.71 mmol) of 3-chloro-phenyl-guanidine nitrate in 1.5 ml of 2-propanol. After stirring under reflux for 18 hours, the reaction mixture is cooled and filtered and the material retained on the filter is washed thoroughly with water. After drying (60°, HV), N-(3-chloro-phenyl)-4-(2-chloro-4-pyridyl)-2-pyrimidineamine is obtained; m.p. 196°-198°, ... The reactants are CN1CCC(CC1)C(=O)C1=CC=CC=C1 (1-methylpiperidin-4-yl phenyl methanone), [BH4-].[Na+] (sodium borohydride). Run in CO (methanol). Conditions: time 2 hour. Yields the product CN1CCC(CC1)C(O)C1=CC=CC=C1 (1-Methylpiperidin-4-yl phenyl methanol). Yield: 97.4%. As a reaction SMILES: [CH3:1][N:2]1[CH2:7][CH2:6][CH:5]([C:8]([C:10]2[CH:15]=[CH:14][CH:13]=[CH:12][CH:11]=2)=[O:9])[CH2:4][CH2:3]1.[BH4-].[Na+]>CO>[CH3:1][N:2]1[CH2:7][CH2:6][CH:5]([CH:8]([C:10]2[CH:15]=[CH:14][CH:13]=[CH:12][CH:11]=2)[OH:9])[CH2:4][CH2:3]1 |f:1.2|. Reported procedure: To a solution of 1-methylpiperidin-4-yl phenyl methanone 1.02 g (5 mmol) in 30 ml methanol was added in small portions sodium borohydride 0.378 g (10 mmol). The reaction mixture was stirred at room temperature for two hours, concentrated, added water and extracted with methylene chloride 2×50 ml. The combined organic solution was dried over sodium sulfate and concentrated to give 1 g of the title compound in 98% yield. Starting materials: [Li]CCCC, CC1CCOC1=O, CSSC, CC(C)NC(C)C, C1CCOC1. Product: CSC1(C)CCOC1=O. RXN SMILES: [CH2:1]([Li:2])[CH2:3][CH2:4][CH3:5].[CH3:13][CH:14]1[C:15](=[O:16])[O:17][CH2:18][CH2:19]1.[CH3:20][S:21][S:22][CH3:23].[CH:6]([NH:7][CH:8]([CH3:9])[CH3:10])([CH3:11])[CH3:12].[O:24]1[CH2:25][CH2:26][CH2:27][CH2:28]1>>[CH3:13][C:14]1([S:21][CH3:20])[C:15](=[O:16])[O:17][CH2:18][CH2:19]1. The reactants are COC(=O)C1=CC=C(C=C1)C=1C(=CNC1)C#N (4-(4-methoxycarbonylphenyl)-1H-pyrrole-3-carbonitrile), [H-].[Na+] (sodium hydride), IC (Iodomethane). The solvent is CN(C=O)C (N,N-dimethylformamide). Run at time 2 hour. Product: COC(=O)C1=CC=C(C=C1)C=1C(=CN(C1)C)C#N (4-(4-methoxycarbonylphenyl)-1-methylpyrrole-3-carbonitrile). Yield: 87.3%. Reaction SMILES: [CH3:1][O:2][C:3]([C:5]1[CH:10]=[CH:9][C:8]([C:11]2[C:12]([C:16]#[N:17])=[CH:13][NH:14][CH:15]=2)=[CH:7][CH:6]=1)=[O:4].[H-].[Na+].I[CH3:21]>CN(C)C=O>[CH3:1][O:2][C:3]([C:5]1[CH:6]=[CH:7][C:8]([C:11]2[C:12]([C:16]#[N:17])=[CH:13][N:14]([CH3:21])[CH:15]=2)=[CH:9][CH:10]=1)=[O:4] |f:1.2|. Reported procedure: To a stirred solution of 4-(4-methoxycarbonylphenyl)-1H-pyrrole-3-carbonitrile (3.00 g) in N,N-dimethylformamide (25 ml) was added sodium hydride (60% oil dispersion : 559 mg) at ambient temperature and the stirring was continued for half an hour at the same temperature. Iodomethane (1.99 g) was added to the mixture, and was stirred at ambient temperature for two hours. The reaction mixture was poured onto ice water and extracted with ethyl acetate and washed with 7% aqueous hydrochloric acid. T... Reactants: NC=1C=C(C=CC1)O (3-aminophenol), OC=C1C(NC2=CC(=CC=C12)C(=O)C=1C=C(C=CC1)NC(=O)C=1N(N=C(C1)C)CC)=O (2-Ethyl-5-methyl-2H-pyrazole-3-carboxylic acid [3-(3-hydroxymethylene-2-oxo-2,3-dihydro-1H-indole-6-carbonyl)-phenyl]-amide). Run in C1CCOC1 (THF), Hexanes. Run at temperature 65 celsius, time 24 hour. Product: OC=1C=C(C=CC1)NC=C1C(NC2=CC(=CC=C12)C(=O)C=1C=C(C=CC1)NC(=O)C=1N(N=C(C1)C)CC)=O (2-Ethyl-5-methyl-2H-pyrazole-3-carboxylic acid (3-{3-[(3-hydroxy-phenylamino)-methylene]-2-oxo-2,3-dihydro-1H-indole-6-carbonyl}-phenyl)-amide). Yield: 37.1%. As a reaction SMILES: O[CH:2]=[C:3]1[C:11]2[C:6](=[CH:7][C:8]([C:12]([C:14]3[CH:15]=[C:16]([NH:20][C:21]([C:23]4[N:24]([CH2:29][CH3:30])[N:25]=[C:26]([CH3:28])[CH:27]=4)=[O:22])[CH:17]=[CH:18][CH:19]=3)=[O:13])=[CH:9][CH:10]=2)[NH:5][C:4]1=[O:31].[NH2:32][C:33]1[CH:34]=[C:35]([OH:39])[CH:36]=[CH:37][CH:38]=1>C1COCC1>[OH:39][C:35]1[CH:34]=[C:33]([NH:32][CH:2]=[C:3]2[C:11]3[C:6](=[CH:7][C:8]([C:12]([C:14]4[CH:15]=[C:16]([NH:20][C:21]([C:23]5[N:24]([CH2:29][CH3:30])[N:25]=[C:26]([CH3:28])[CH:27]=5)=[O:22])[CH:17]=[CH:18][CH:19]=4)=[O:13])=[CH:9][CH:10]=3)[NH:5][C:4]2=[O:31])[CH:38]=[CH:37][CH:36]=1. Reported procedure: A small screw cap test tube was charged with 2-Ethyl-5-methyl-2H-pyrazole-3-carboxylic acid [3-(3-hydroxymethylene-2-oxo-2,3-dihydro-1H-indole-6-carbonyl)-phenyl]-amide (as prepared in Example 69, 100 mg, 0.240 mmol) and THF (2 mL). To the resulting solution was added 3-aminophenol (28.83 mg, 0.264 mmol), and the mixture was stirred for 24 h at 65° C. Subsequently, the reaction mixture was cooled to room temperature. Hexanes were added to the reaction mixture. The solid precipitate that formed w... The reactants are [Li]CCCC, C1CCOC1, CON(C)C(C)=O, COCCn1ccnc1. Product: COCCn1ccnc1C(C)=O. Reaction SMILES: [CH2:1]([Li:2])[CH2:3][CH2:4][CH3:5].[CH2:22]1[O:23][CH2:24][CH2:25][CH2:26]1.[CH3:15][O:16][N:17]([C:18]([CH3:19])=[O:20])[CH3:21].[CH3:6][O:7][CH2:8][CH2:9][n:10]1[cH:11][n:12][cH:13][cH:14]1>>[CH3:6][O:7][CH2:8][CH2:9][n:10]1[c:11]([C:18]([CH3:19])=[O:20])[n:12][cH:13][cH:14]1.